From a dataset of the Open Reaction Database (ORD), a public repository of structured organic reaction records. describe an organic reaction: reactants, conditions, products, and yield Starting materials: COC1=CC=C(C=C1C(=O)O)C(=O)N (6-methoxyisophthalamic acid), NC1=NC=C(C=C1)Br (2-amino-5-bromopyridine). Yields the product BrC=1C=CC(=NC1)NC(C=1C=C(C(=O)N)C=CC1OC)=O (3-N-(5-bromo-pyridin-2-yl)-4-methoxy-isophthalamide). Reaction SMILES: [CH3:1][O:2][C:3]1[C:8]([C:9]([OH:11])=O)=[CH:7][C:6]([C:12]([NH2:14])=[O:13])=[CH:5][CH:4]=1.[NH2:15][C:16]1[CH:21]=[CH:20][C:19]([Br:22])=[CH:18][N:17]=1>>[Br:22][C:19]1[CH:20]=[CH:21][C:16]([NH:15][C:9](=[O:11])[C:8]2[CH:7]=[C:6]([CH:5]=[CH:4][C:3]=2[O:2][CH3:1])[C:12]([NH2:14])=[O:13])=[N:17][CH:18]=1. Procedure: The captioned compound was synthesized from 6-methoxyisophthalamic acid and 2-amino-5-bromopyridine by the same procedure as in the manufacturing method described in step C of Example 1-3-1. Starting materials: CCOCC (ether), [H-].[Na+] (Sodium hydride), C(C1=CC=CC=C1)OC(=O)N1CCC(CC1)CO (1-(Benzyloxycarbonyl)-4-piperidinemethanol), FC1=CC=C(C=C1)[N+](=O)[O-] (4-Fluoronitrobenzene). The solvent is O1CCCC1 (tetrahydrofuran). Run at time 1 hour. The product is C(C1=CC=CC=C1)OC(=O)N1CCC(CC1)COC1=CC=C(C=C1)[N+](=O)[O-] (1-(Benzyloxycarbonyl)-4-[(4-nitrophenoxy)methyl]piperidine). Reaction SMILES: [H-].[Na+].[CH2:3]([O:10][C:11]([N:13]1[CH2:18][CH2:17][CH:16]([CH2:19][OH:20])[CH2:15][CH2:14]1)=[O:12])[C:4]1[CH:9]=[CH:8][CH:7]=[CH:6][CH:5]=1.F[C:22]1[CH:27]=[CH:26][C:25]([N+:28]([O-:30])=[O:29])=[CH:24][CH:23]=1.CCOCC>O1CCCC1>[CH2:3]([O:10][C:11]([N:13]1[CH2:18][CH2:17][CH:16]([CH2:19][O:20][C:22]2[CH:27]=[CH:26][C:25]([N+:28]([O-:30])=[O:29])=[CH:24][CH:23]=2)[CH2:15][CH2:14]1)=[O:12])[C:4]1[CH:9]=[CH:8][CH:7]=[CH:6][CH:5]=1 |f:0.1|. Procedure: Sodium hydride (3.36 g of a 50% dispersion in mineral oil) was added portionwise to a stirred solution of the product of part (i) (17.43 g) in dry tetrahydrofuran (200 ml) and the mixture was stirred at room temperature for 1 hour. 4-Fluoronitrobenzene (9.87 g) was added dropwise and the mixture was stirred for a further 18 hours and then evaporated. Water was added to the residue and the mixture was extracted several times with dichloromethane. The combined extracts were washed with water, drie... Starting materials: ClC=1C=C(C=C(C1OCC(F)(F)F)Cl)B1OC(C(O1)(C)C)(C)C (2-(3,5-dichloro-4-(2,2,2-trifluoroethoxy)phenyl)-4,4,5,5-tetramethyl-1,3,2-dioxaborolane), BrC(=C)C(F)(F)F (2-bromo-3,3,3-trifluoroprop-1-ene), C(=O)([O-])[O-].[K+].[K+] (K2CO3). The reagents and catalysts are Cl[Pd]([P](C1=CC=CC=C1)(C2=CC=CC=C2)C3=CC=CC=C3)([P](C4=CC=CC=C4)(C5=CC=CC=C5)C6=CC=CC=C6)Cl (Pd(PPh3)2Cl2). Solvent: C1CCOC1 (THF), O (H2O). Reaction conditions: temperature 80 celsius. Yields the product ClC1=C(C(=CC(=C1)C(=C)C(F)(F)F)Cl)OCC(F)(F)F (1,3-dichloro-2-(2,2,2-trifluoroethoxy)-5-(3,3,3-trifluoroprop-1-en-2-yl)benzene). Isolated yield 74.2%. Reaction SMILES: [Cl:1][C:2]1[CH:3]=[C:4](B2OC(C)(C)C(C)(C)O2)[CH:5]=[C:6]([Cl:14])[C:7]=1[O:8][CH2:9][C:10]([F:13])([F:12])[F:11].Br[C:25]([C:27]([F:30])([F:29])[F:28])=[CH2:26].C([O-])([O-])=O.[K+].[K+]>C1COCC1.O.Cl[Pd](Cl)([P](C1C=CC=CC=1)(C1C=CC=CC=1)C1C=CC=CC=1)[P](C1C=CC=CC=1)(C1C=CC=CC=1)C1C=CC=CC=1>[Cl:14][C:6]1[CH:5]=[C:4]([C:25]([C:27]([F:30])([F:29])[F:28])=[CH2:26])[CH:3]=[C:2]([Cl:1])[C:7]=1[O:8][CH2:9][C:10]([F:11])([F:12])[F:13] |f:2.3.4,^1:45,64|. Procedure: A mixture of 2-(3,5-dichloro-4-(2,2,2-trifluoroethoxy)phenyl)-4,4,5,5-tetramethyl-1,3,2-dioxaborolane (530 mg, 1.43 mmol), 2-bromo-3,3,3-trifluoroprop-1-ene (275 mg, 1.57 mmol), K2CO3 (395 mg, 2.86 mmol) and Pd(PPh3)2Cl2 (20 mg, 0.029 mmol) in THF (3 mL) and H2O (3 mL) was heated at 80° C. in a sealed tube for 3 h. The mixture was cooled to rt and partitioned between EA (50 mL) and H2O (50 mL). The aqueous layer was extracted with EA (50 mL) and the combined organic layers were dried over Na2SO4... Starting materials: [Al+3], [H-], [H-], [H-], [H-], [Li+], [Na+], Nc1cccc(CC(=O)N2CCCC2)c1, C1CCOC1, [OH-], O. The product is Nc1cccc(CCN2CCCC2)c1. RXN SMILES: [Al+3:17].[H-:16].[H-:19].[H-:20].[H-:21].[Li+:18].[Na+:24].[O:1]=[C:2]([CH2:3][c:4]1[cH:5][c:6]([NH2:7])[cH:8][cH:9][cH:10]1)[N:11]1[CH2:12][CH2:13][CH2:14][CH2:15]1.[O:25]1[CH2:26][CH2:27][CH2:28][CH2:29]1.[OH-:23].[OH2:22]>>[CH2:2]([CH2:3][c:4]1[cH:5][c:6]([NH2:7])[cH:8][cH:9][cH:10]1)[N:11]1[CH2:12][CH2:13][CH2:14][CH2:15]1.